This data is from the Open Reaction Database (ORD), a public repository of structured organic reaction records. The task is: describe an organic reaction: reactants, conditions, products, and yield Reactants: NC1=NC=2C=C(C=CC2C2=C1N=C(N2CC(C)(O)C)COCC)OCC2=CC=CC=C2 ((4-Amino-7-benzyloxy-2-ethoxymethyl-1H-imidazo[4,5-c]quinolin-1-yl)-2-methylpropan-2-ol), Cl (hydrochloric acid). The solvent is C([O-])([O-])=O.[Na+].[Na+] (sodium carbonate), C([O-])([O-])=O.[Na+].[Na+] (sodium carbonate). Product: NC1=NC=2C=C(C=CC2C2=C1N=C(N2CC(C)(C)O)COCC)O (4-amino-2-ethoxymethyl-1-(2-hydroxy-2-methylpropyl)-1H-imidazo[4,5-c]quinolin-7-ol). RXN SMILES: [NH2:1][C:2]1[C:11]2[N:12]=[C:13]([CH2:20][O:21][CH2:22][CH3:23])[N:14]([CH2:15][C:16]([CH3:19])([OH:18])[CH3:17])[C:10]=2[C:9]2[CH:8]=[CH:7][C:6]([O:24]CC3C=CC=CC=3)=[CH:5][C:4]=2[N:3]=1.Cl>C(=O)([O-])[O-].[Na+].[Na+]>[NH2:1][C:2]1[C:11]2[N:12]=[C:13]([CH2:20][O:21][CH2:22][CH3:23])[N:14]([CH2:15][C:16]([OH:18])([CH3:19])[CH3:17])[C:10]=2[C:9]2[CH:8]=[CH:7][C:6]([OH:24])=[CH:5][C:4]=2[N:3]=1 |f:2.3.4|. Procedure: (4-Amino-7-benzyloxy-2-ethoxymethyl-1H-imidazo[4,5-c]quinolin-1-yl)-2-methylpropan-2-ol was debenzylated using the general method of Example 5. Upon completion of the reaction, the catalyst was removed by filtration through a polytetrafluoroethylene (PTFE) membrane and the filtrate was concentrated under reduced pressure to give a tan solid. The solid was slurried in 1% aqueous sodium carbonate. This formed a gooey slurry. The pH was lowered to 1 with the addition of concentrated hydrochloric ac... Reactants: NC(=CC(=O)OCC)CCC (ethyl 3-amino-hex-2-en-oate), C(C)OC=C(C(=O)OCC)C(=O)OCC (diethyl ethoxymethylenemalonate). Reaction conditions: temperature 20 celsius. The product is C(CC)C1=C(C=C(C(N1)=O)C(=O)OCC)C(=O)OCC (6-Propyl-3,5-diethoxycarbonyl-2-oxo-1,2-dihydropyridine). As a reaction SMILES: [NH2:1][C:2]([CH2:9][CH2:10][CH3:11])=[CH:3][C:4]([O:6][CH2:7][CH3:8])=[O:5].C([O:14][CH:15]=[C:16]([C:22](OCC)=O)[C:17]([O:19][CH2:20][CH3:21])=[O:18])C>>[CH2:9]([C:2]1[NH:1][C:15](=[O:14])[C:16]([C:17]([O:19][CH2:20][CH3:21])=[O:18])=[CH:22][C:3]=1[C:4]([O:6][CH2:7][CH3:8])=[O:5])[CH2:10][CH3:11]. Procedure details: 62.8 g (0.4 mol) of ethyl 3-amino-hex-2-en-oate and 86.4 g (0.4 mol) of diethyl ethoxymethylenemalonate are stirred at 100° C. for 40 hours. The mixture is cooled to 20° C. and the solid is filtered off with suction and recrystallised from ethanol. Starting materials: [BH3-]C#N, O=C1CCCC2CNCCN12, CC(=O)O, C[NH+](C)C, CO, Cl, O=C1CN(C(c2ccccc2)c2ccccc2)C1. Yields the product O=C1CCCC2CN(C3CN(C(c4ccccc4)c4ccccc4)C3)CCN12. RXN SMILES: [C:35]([BH3-:36])#[N:37].[CH2:20]1[CH:21]2[N:22]([CH2:23][CH2:24][NH:25]1)[C:26](=[O:30])[CH2:27][CH2:28][CH2:29]2.[CH3:31][C:32](=[O:33])[OH:34].[CH3:38][NH+:39]([CH3:40])[CH3:41].[CH3:42][OH:43].[ClH:19].[c:1]1([CH:7]([N:8]2[CH2:9][C:10](=[O:12])[CH2:11]2)[c:13]2[cH:14][cH:15][cH:16][cH:17][cH:18]2)[cH:2][cH:3][cH:4][cH:5][cH:6]1>>[c:1]1([CH:7]([N:8]2[CH2:9][CH:10]([N:25]3[CH2:20][CH:21]4[N:22]([CH2:23][CH2:24]3)[C:26](=[O:30])[CH2:27][CH2:28][CH2:29]4)[CH2:11]2)[c:13]2[cH:14][cH:15][cH:16][cH:17][cH:18]2)[cH:2][cH:3][cH:4][cH:5][cH:6]1. Reactants: N1=CC(=CC=C1)C1=CC(CCC1)=O (3-(3-pyridyl)-2-cyclohexen-1-one), ice water, [BH4-].[Na+] (NaBH4). Reagents/catalysts: [Pd] (Pd/C). The solvent is CCO (EtOH), CO (MeOH). Run at time 16 hour. Product: N1=CC(=CC=C1)[C@H]1C[C@H](CCC1)O (cis-3-(3-pyridyl)cyclohexanol). Yield: 74.9%. RXN SMILES: [N:1]1[CH:6]=[CH:5][CH:4]=[C:3]([C:7]2[CH2:12][CH2:11][CH2:10][C:9](=[O:13])[CH:8]=2)[CH:2]=1.[BH4-].[Na+]>CCO.CO.[Pd]>[N:1]1[CH:6]=[CH:5][CH:4]=[C:3]([C@@H:7]2[CH2:12][CH2:11][CH2:10][C@H:9]([OH:13])[CH2:8]2)[CH:2]=1 |f:1.2|. Procedure details: A mixture of 3-(3-pyridyl)-2-cyclohexen-1-one (19.1 g, 110 mmol) and 10% Pd/C (1.91 g) in EtOH (300 mL) was stirred under hydrogen atmosphere for 16 h. The catalyst was removed by filtration over Celite and the filtrate was concentrated in vacuo. To a solution of crude product in MeOH (360 ml) was added portionwise NaBH4 (2.08 g. 55.0 mmol) at 3° C., and stirred for 30 min at same temperature. The reaction mixture was poured into ice-water and then extracted with AcOEt. The organic layer was dri... Run at time 8 hour. RXN SMILES: [CH3:1][C@@H:2]([NH2:9])[C:3]1[CH:8]=[CH:7][CH:6]=[CH:5][CH:4]=1.[C:10]([C:14]([CH2:16][N:17]1[C:23]2[CH:24]=[CH:25][CH:26]=[CH:27][C:22]=2[N:21]([C:28]2[CH:33]=[CH:32][CH:31]=[CH:30][CH:29]=2)[CH2:20][CH:19]([NH:34][C:35](=[O:46])[NH:36][C:37]2[CH:38]=[C:39]([CH:43]=[CH:44][CH:45]=2)[C:40]([OH:42])=[O:41])[C:18]1=[O:47])=[O:15])([CH3:13])([CH3:12])[CH3:11]>CC(O)C>[CH3:1][C@@H:2]([NH2:9])[C:3]1[CH:8]=[CH:7][CH:6]=[CH:5][CH:4]=1.[C:10]([C:14]([CH2:16][N:17]1[C:23]2[CH:24]=[CH:25][CH:26]=[CH:27][C:22]=2[N:21]([C:28]2[CH:33]=[CH:32][CH:31]=[CH:30][CH:29]=2)[CH2:20][CH:19]([NH:34][C:35](=[O:46])[NH:36][C:37]2[CH:38]=[C:39]([CH:43]=[CH:44][CH:45]=2)[C:40]([OH:42])=[O:41])[C:18]1=[O:47])=[O:15])([CH3:13])([CH3:11])[CH3:12] |f:3.4|. Solvent: CC(C)O (2-propanol). The yield is 17.3%. Starting materials: C[C@H](C1=CC=CC=C1)N ((R)-(+)-α-methylbenzylamine), C(C)(C)(C)C(=O)CN1C(C(CN(C2=C1C=CC=C2)C2=CC=CC=C2)NC(NC=2C=C(C(=O)O)C=CC2)=O)=O ((±)-3-[3-(1-tert-butylcarbonylmethyl-2-oxo-5-phenyl-1,3,4,5-tetrahydro-2H-1,5-benzodiazepin-3-yl)ureido]benzoic acid). The product is C[C@H](C1=CC=CC=C1)N.C(C)(C)(C)C(=O)CN1C(C(CN(C2=C1C=CC=C2)C2=CC=CC=C2)NC(NC=2C=C(C(=O)O)C=CC2)=O)=O ((−)-3-[3-(1-tert-butylcarbonylmethyl-2-oxo-5-phenyl-1,3,4,5-tetrahydro-2H-1,5-benzodiazepin-3-yl)ureido]benzoic acid (R)-(+)-α-methylbenzylamine salt). Procedure details: (R)-(+)-α-methylbenzylamine (242 mg) was added to a solution of (±)-3-[3-(1-tert-butylcarbonylmethyl-2-oxo-5-phenyl-1,3,4,5-tetrahydro-2H-1,5-benzodiazepin-3-yl)ureido]benzoic acid (1.03 g) in 2-propanol (20 ml), the mixture was stirred overnight. Crystals so precipitated were collected by filtration, the crystals were recrystallized from 2-propanol, to thereby obtain 220 mg of the title compound.